This data is from the Open Reaction Database (ORD), a public repository of structured organic reaction records. The task is: describe an organic reaction: reactants, conditions, products, and yield Reactants: COC(=O)Cc1ccccc1Br, CCOc1cc(C=O)ccc1O, CC(C)=O, [K+], [K+], O=C([O-])[O-], Oc1ccccc1. Product: CCOc1cc(C=O)ccc1Oc1ccccc1CC(=O)OC. Reaction SMILES: [Br:30][c:31]1[c:32]([CH2:37][C:38](=[O:39])[O:40][CH3:41])[cH:33][cH:34][cH:35][cH:36]1.[CH2:18]([CH3:19])[O:20][c:21]1[cH:22][c:23]([CH:24]=[O:25])[cH:26][cH:27][c:28]1[OH:29].[CH3:7][C:8](=[O:9])[CH3:10].[K+:1].[K+:2].[O-:3][C:4]([O-:5])=[O:6].[OH:11][c:12]1[cH:13][cH:14][cH:15][cH:16][cH:17]1>>[CH2:18]([CH3:19])[O:20][c:21]1[cH:22][c:23]([CH:24]=[O:25])[cH:26][cH:27][c:28]1[O:29][c:31]1[c:32]([CH2:37][C:38](=[O:39])[O:40][CH3:41])[cH:33][cH:34][cH:35][cH:36]1. Reactants: C#CCCCC#N, CCNCC, [Cu]I, N#Cc1c(O)c2c(-c3ccc(I)cc3)csc2[nH]c1=O, CN(C)C=O, c1ccc(P(c2ccccc2)c2ccccc2)cc1. The product is N#CCCCC#Cc1ccc(-c2csc3[nH]c(=O)c(C#N)c(O)c23)cc1. RXN SMILES: [C:45]([CH2:46][CH2:47][CH2:48][C:49]#[CH:50])#[N:51].[CH2:21]([NH:22][CH2:23][CH3:24])[CH3:25].[Cu:57][I:58].[I:1][c:2]1[cH:3][cH:4][c:5](-[c:8]2[cH:9][s:10][c:11]3[nH:12][c:13](=[O:20])[c:14]([C:18]#[N:19])[c:15]([OH:17])[c:16]23)[cH:6][cH:7]1.[O:52]=[CH:53][N:54]([CH3:55])[CH3:56].[c:26]1([P:27]([c:28]2[cH:29][cH:30][cH:31][cH:32][cH:33]2)[c:34]2[cH:35][cH:36][cH:37][cH:38][cH:39]2)[cH:40][cH:41][cH:42][cH:43][cH:44]1>>[c:2]1([C:50]#[C:49][CH2:48][CH2:47][CH2:46][C:45]#[N:51])[cH:3][cH:4][c:5](-[c:8]2[cH:9][s:10][c:11]3[nH:12][c:13](=[O:20])[c:14]([C:18]#[N:19])[c:15]([OH:17])[c:16]23)[cH:6][cH:7]1. Starting materials: ClC1=CC=C(C=C1)C1=C(NC=C1C)C(=O)OCC (ethyl 3-(4-chlorophenyl)-4-methyl-1H-pyrrole-2-carboxylate), [OH-].[Na+] (NaOH). Solvent: C1CCOC1 (THF), CO (MeOH). Yields the product ClC1=CC=C(C=C1)C1=C(NC=C1C)C(=O)O (3-(4-Chlorophenyl)-4-methyl-1H-pyrrole-2-carboxylic acid). The yield is 95.7%. RXN SMILES: [Cl:1][C:2]1[CH:7]=[CH:6][C:5]([C:8]2[C:12]([CH3:13])=[CH:11][NH:10][C:9]=2[C:14]([O:16]CC)=[O:15])=[CH:4][CH:3]=1.[OH-].[Na+]>C1COCC1.CO>[Cl:1][C:2]1[CH:7]=[CH:6][C:5]([C:8]2[C:12]([CH3:13])=[CH:11][NH:10][C:9]=2[C:14]([OH:16])=[O:15])=[CH:4][CH:3]=1 |f:1.2|. Procedure details: To a solution of ethyl 3-(4-chlorophenyl)-4-methyl-1H-pyrrole-2-carboxylate [for synthesis see ACI-02] (2.0 g, 7.58 mmol) in dry THF (26 mL) and MeOH (26 mL) was added aqueous 6 M NaOH (25.3 mL, 152 mol) and the mixture was stirred at reflux for 3 h. The organic solvents were evaporated and the remainder was acidified with aqueous 6 M HCl (30 mL) at 0° C. The resulting mixture was extracted with EtOAc (2×100 mL). The combined organic layers were dried (Na2SO4) and concentrated to yield the desir...